Task: describe an organic reaction: reactants, conditions, products, and yield. Dataset: the Open Reaction Database (ORD), a public repository of structured organic reaction records The reactants are FC(C=1C=C(C=O)C=CC1)(F)F (3-(trifluoromethyl)benzaldehyde), CC(C(C(=O)N[C@H]1CC[C@@H]2CNC[C@@H]21)C2=CC=CC=C2)C (3-Methyl-N-[(3aR,4S,6aS)-octahydrocyclopenta[c]pyrrol-4-yl]-2-phenylbutanamide), C1(CCCCC1)C(C(=O)N[C@H]1CC[C@H]2CNC[C@H]21)C2CCCCC2 (2,2-dicyclohexyl-N-[(3aS,4S,6aR)-octahydrocyclopenta[c]pyrrol-4-yl]acetamide). Product: CC(C(C(=O)N[C@H]1CC[C@@H]2CN(C[C@@H]21)CCCCC2=CC=CC=C2)C2=CC=CC=C2)C (3-methyl-2-phenyl-N-[(3aR,4S,6aS)-2-(4-phenylbutyl)octahydrocyclopenta[c]pyrrol-4-yl]butanamide). As a reaction SMILES: FC(F)(F)C1C=C(C=CC=1)C=O.[CH3:13][CH:14]([CH3:33])[CH:15]([C:27]1[CH:32]=[CH:31][CH:30]=[CH:29][CH:28]=1)[C:16]([NH:18][C@@H:19]1[C@@H:26]2[C@@H:22]([CH2:23][NH:24][CH2:25]2)[CH2:21][CH2:20]1)=[O:17].[CH:34]1([CH:40]([CH:52]2CCC[CH2:54][CH2:53]2)C(N[C@@H]2[C@H]3[C@H](CNC3)CC2)=O)[CH2:39][CH2:38][CH2:37][CH2:36][CH2:35]1>>[CH3:13][CH:14]([CH3:33])[CH:15]([C:27]1[CH:28]=[CH:29][CH:30]=[CH:31][CH:32]=1)[C:16]([NH:18][C@@H:19]1[C@@H:26]2[C@@H:22]([CH2:23][N:24]([CH2:54][CH2:53][CH2:52][CH2:40][C:34]3[CH:39]=[CH:38][CH:37]=[CH:36][CH:35]=3)[CH2:25]2)[CH2:21][CH2:20]1)=[O:17]. Procedure details: The title compound was prepared by substituting 4-phenylbutanal for 3-(trifluoromethyl)benzaldehyde and 3-methyl-N-[(3aR,4S,6aS)-octahydrocyclopenta[c]pyrrol-4-yl]-2-phenylbutanamide from Example 83 Step A for 2,2-dicyclohexyl-N-[(3aS,4S,6aR)-octahydrocyclopenta[c]pyrrol-4-yl]acetamide in the procedure described for Example 54: 1H NMR (500 MHz, pyridine-d5) δ ppm 8.58 (dd, J=9.0, 16.5, 1H), 7.66 (t, J=6.4, 2H), 7.34 (t, J=5.6, 4H), 7.29-7.22 (m, 4H), 4.39-4.29 (m, 1H), 3.24 (d, J=10.4, 1H), 2.91... Reactants: CCOC(=O)C1CCCC1NCCC(C)(C)C, CS(=O)(=O)Nc1ccc2c(c1)S(=O)(=O)N=C(CC(=O)O)N2, CN(C)C=O, C(=NC1CCCCC1)=NC1CCCCC1, ClCCl. The product is CCOC(=O)C1CCCC1N(CCC(C)(C)C)C(=O)CC1=NS(=O)(=O)c2cc(NS(C)(=O)=O)ccc2N1. RXN SMILES: [CH2:1]([CH3:2])[O:3][C:4](=[O:5])[CH:6]1[CH:7]([NH:11][CH2:12][CH2:13][C:14]([CH3:15])([CH3:16])[CH3:17])[CH2:8][CH2:9][CH2:10]1.[CH3:18][S:19](=[O:20])(=[O:21])[NH:22][c:23]1[cH:24][c:25]2[c:26]([cH:37][cH:38]1)[NH:27][C:28]([CH2:33][C:34](=[O:35])[OH:36])=[N:29][S:30]2(=[O:31])=[O:32].[CH3:54][N:55]([CH3:56])[CH:57]=[O:58].[CH:39]1([N:40]=[C:41]=[N:42][CH:43]2[CH2:44][CH2:45][CH2:46][CH2:47][CH2:48]2)[CH2:49][CH2:50][CH2:51][CH2:52][CH2:53]1.[Cl:59][CH2:60][Cl:61]>>[CH2:1]([CH3:2])[O:3][C:4](=[O:5])[CH:6]1[CH:7]([N:11]([CH2:12][CH2:13][C:14]([CH3:15])([CH3:16])[CH3:17])[C:34]([CH2:33][C:28]2=[N:29][S:30](=[O:31])(=[O:32])[c:25]3[cH:24][c:23]([NH:22][S:19]([CH3:18])(=[O:20])=[O:21])[cH:38][cH:37][c:26]3[NH:27]2)=[O:35])[CH2:8][CH2:9][CH2:10]1. Starting materials: 2-R-5-(heteroaryl-2-ylamino)phenol, BrCC=C(C)C (4-bromo-2-methyl-2-butene), ClC1=C(C=C(C=C1)NC1=NC=CC=N1)O (2-chloro-5-(pyrimidin-2-ylamino)phenol), C(=O)([O-])[O-].[Cs+].[Cs+] (Cs2CO3). Solvent: CC(=O)C (acetone). Yields the product ClC1=C(C=C(C=C1)NC1=NC=CC=N1)OCC=C(C)C (N-(4-Chloro-3-(3-methylbut-2-enyloxy)phenyl)pyrimidin-2-amine). Isolated yield 53.0%. Reaction SMILES: [Cl:1][C:2]1[CH:7]=[CH:6][C:5]([NH:8][C:9]2[N:14]=[CH:13][CH:12]=[CH:11][N:10]=2)=[CH:4][C:3]=1[OH:15].C([O-])([O-])=O.[Cs+].[Cs+].Br[CH2:23][CH:24]=[C:25]([CH3:27])[CH3:26]>CC(C)=O>[Cl:1][C:2]1[CH:7]=[CH:6][C:5]([NH:8][C:9]2[N:10]=[CH:11][CH:12]=[CH:13][N:14]=2)=[CH:4][C:3]=1[O:15][CH2:23][CH:24]=[C:25]([CH3:27])[CH3:26] |f:1.2.3|. Procedure: Following the general procedure for O-alkylation of 2-R-5-(heteroaryl-2-ylamino)phenol, 2-chloro-5-(pyrimidin-2-ylamino)phenol (30 mg, 0.14 mmol) and Cs2CO3 (47 mg, 0.14 mmol) in acetone (2.0 mL) was treated with 4-bromo-2-methyl-2-butene (16 μL, 0.14 mmol) at room temperature. The title compound was obtained after purification by flash chromatography on silica gel (hexane:EtOAc 7/3) in 53% yield (21 mg). Reactants: FC(S(=O)(=O)OC1=C(C=C(C=C1)C1=NC(=C(N=C1C)C)C(N)=O)F)(F)F (4-(6-carbamoyl-3,5-dimethylpyrazin-2-yl)-2-fluorophenyl trifluoromethanesulfonate), FC(S(=O)(=O)OC1=C(C=C(C=C1)C1=NC(=C(N=C1C)C)C(N)=O)F)(F)F (4-(6-carbamoyl-3,5-dimethylpyrazin-2-yl)-2-fluorophenyl trifluoromethanesulfonate), ClC=1C=C(C=CC1B1OC(C(O1)(C)C)(C)C)CC(=O)OC (methyl 2-(3-chloro-4-(4,4,5,5-tetramethyl-1,3,2-dioxaborolan-2-yl)phenyl)acetate), ClC=1C=C(C=CC1B1OC(C(O1)(C)C)(C)C)CC(=O)OC (methyl 2-(3-chloro-4-(4,4,5,5-tetramethyl-1,3,2-dioxaborolan-2-yl)phenyl)acetate), P(=O)([O-])([O-])[O-].[K+].[K+].[K+] (tripotassium phosphate), [Cl-].[Li+] (lithium chloride). Reagents/catalysts: C1=CC=C(C=C1)[PH+](C2=CC=CC=C2)[C]3[CH][CH][CH][CH]3.C1=CC=C(C=C1)[PH+](C2=CC=CC=C2)[C]3[CH][CH][CH][CH]3.C(Cl)Cl.Cl[Pd]Cl.[Fe] (Dichloro[1,1′-bis(diphenylphosphino)ferrocene]palladium(II) dichloromethane adduct). The solvent is COCCOC (DME), CO (methanol), O (water). Conditions: time 8 hour. The product is C(N)(=O)C1=C(N=C(C(=N1)C1=CC(=C(C=C1)C1=C(C=C(C=C1)CC(=O)OC)Cl)F)C)C (methyl 2-[4-[4-(6-carbamoyl-3,5-dimethylpyrazin-2-yl)-2-fluorophenyl]-3-chlorophenyl]acetate). Isolated yield 49.0%. RXN SMILES: FC(F)(F)S(O[C:7]1[CH:12]=[CH:11][C:10]([C:13]2[C:18]([CH3:19])=[N:17][C:16]([CH3:20])=[C:15]([C:21](=[O:23])[NH2:22])[N:14]=2)=[CH:9][C:8]=1[F:24])(=O)=O.[Cl:27][C:28]1[CH:29]=[C:30]([CH2:43][C:44]([O:46][CH3:47])=[O:45])[CH:31]=[CH:32][C:33]=1B1OC(C)(C)C(C)(C)O1.P([O-])([O-])([O-])=O.[K+].[K+].[K+].[Cl-].[Li+]>COCCOC.CO.O.C1C=CC([PH+]([C]2[CH][CH][CH][CH]2)C2C=CC=CC=2)=CC=1.C1C=CC([PH+]([C]2[CH][CH][CH][CH]2)C2C=CC=CC=2)=CC=1.C(Cl)Cl.Cl[Pd]Cl.[Fe]>[C:21]([C:15]1[N:14]=[C:13]([C:10]2[CH:11]=[CH:12][C:7]([C:33]3[CH:32]=[CH:31][C:30]([CH2:43][C:44]([O:46][CH3:47])=[O:45])=[CH:29][C:28]=3[Cl:27])=[C:8]([F:24])[CH:9]=2)[C:18]([CH3:19])=[N:17][C:16]=1[CH3:20])(=[O:23])[NH2:22] |f:2.3.4.5,6.7,11.12.13.14.15,^1:71,72,73,74,75,89,90,91,92,93|. Procedure details: Dichloro[1,1′-bis(diphenylphosphino)ferrocene]palladium(II) dichloromethane adduct (68.2 g, 83.5 mmol) was added in one go to a stirred mixture, which had been degassed for 30 minutes with nitrogen, of 4-(6-carbamoyl-3,5-dimethylpyrazin-2-yl)-2-fluorophenyl trifluoromethanesulfonate (Intermediate 31-6; 730 g, 1856 mmol), methyl 2-(3-chloro-4-(4,4,5,5-tetramethyl-1,3,2-dioxaborolan-2-yl)phenyl)acetate (Intermediate 31-3; 1164 g, 1948 mmol) (52% strength by proton NMR), tripotassium phosphate (690... Yields the product CN1CCC(CC1)C1=CN(C2=CC=CC=C12)S(=O)(=O)C1=CC=CC=C1 (3-(1-Methyl-4-piperidinyl)-1-phenylsulfonylindole). RXN SMILES: [CH3:1][N:2]1[CH2:7][CH2:6][CH:5]([C:8]2[C:16]3[C:11](=[CH:12][CH:13]=[CH:14][CH:15]=3)[NH:10][CH:9]=2)[CH2:4][CH2:3]1.[C:17]1([S:23](Cl)(=[O:25])=[O:24])[CH:22]=[CH:21][CH:20]=[CH:19][CH:18]=1>>[CH3:1][N:2]1[CH2:3][CH2:4][CH:5]([C:8]2[C:16]3[C:11](=[CH:12][CH:13]=[CH:14][CH:15]=3)[N:10]([S:23]([C:17]3[CH:22]=[CH:21][CH:20]=[CH:19][CH:18]=3)(=[O:25])=[O:24])[CH:9]=2)[CH2:6][CH2:7]1. The reactants are CN1CCC(CC1)C1=CNC2=CC=CC=C12 (3-(1-methyl-4-piperidinyl)-1H-indole), C1(=CC=CC=C1)S(=O)(=O)Cl (phenylsulfonyl chloride). Procedure: (23.9 mg, 67%) from 3-(1-methyl-4-piperidinyl)-1H-indole (Example 5d, 21.5 mg, 0.1 mmol) and phenylsulfonyl chloride (26.4 mg, 0.15 mmol), HRMS-FAB+ for C20H22N2O2S, calculated MH+ : 355.14807; found: 355.15074. The reactants are CCCCOc1nsnc1-c1cccnc1, CC(C)=O, CI. Product: CCCCOc1nsnc1-c1ccc[n+](C)c1, [I-]. RXN SMILES: [CH2:3]([CH2:4][CH2:5][CH3:6])[O:7][c:8]1[c:9](-[c:13]2[cH:14][n:15][cH:16][cH:17][cH:18]2)[n:10][s:11][n:12]1.[CH3:19][C:20](=[O:21])[CH3:22].[CH3:1][I:2]>>[CH3:1][n+:15]1[cH:14][c:13](-[c:9]2[c:8]([O:7][CH2:3][CH2:4][CH2:5][CH3:6])[n:12][s:11][n:10]2)[cH:18][cH:17][cH:16]1.[I-:2]. Reactants: C(C1=CC=CC=C1)N1N=C2C(=CC=CC2=C1C1=CC(=CC=C1)Br)C(F)(F)F (2-Benzyl-3-(3-bromo-phenyl)-7-trifluoromethyl-2H-indazole), C([O-])([O-])=O.[Cs+].[Cs+] (cesium carbonate), OC1=C(C=O)C=CC=C1 (2-hydroxy-benzaldehyde). Reagents/catalysts: [Cu]I (CuI). Run in N1=CC=CC=C1 (pyridine). The product is C(C1=CC=CC=C1)N1N=C2C(=CC=CC2=C1C=1C=C(OC2=C(C=O)C=CC=C2)C=CC1)C(F)(F)F (2-{3-[2-BENZYL-7-(TRIFLUOROMETHYL)-2H-INDAZOL-3-YL]PHENOXY}BENZALDEHYDE). As a reaction SMILES: [CH2:1]([N:8]1[C:16]([C:17]2[CH:22]=[CH:21][CH:20]=[C:19](Br)[CH:18]=2)=[C:15]2[C:10]([C:11]([C:24]([F:27])([F:26])[F:25])=[CH:12][CH:13]=[CH:14]2)=[N:9]1)[C:2]1[CH:7]=[CH:6][CH:5]=[CH:4][CH:3]=1.C(=O)([O-])[O-].[Cs+].[Cs+].[OH:34][C:35]1[CH:42]=[CH:41][CH:40]=[CH:39][C:36]=1[CH:37]=[O:38]>N1C=CC=CC=1.[Cu]I>[CH2:1]([N:8]1[C:16]([C:17]2[CH:18]=[C:19]([CH:20]=[CH:21][CH:22]=2)[O:34][C:35]2[CH:42]=[CH:41][CH:40]=[CH:39][C:36]=2[CH:37]=[O:38])=[C:15]2[C:10]([C:11]([C:24]([F:27])([F:26])[F:25])=[CH:12][CH:13]=[CH:14]2)=[N:9]1)[C:2]1[CH:7]=[CH:6][CH:5]=[CH:4][CH:3]=1 |f:1.2.3|. Procedure details: The preparation of this compound is was similar to that described for Example 3. 2-Benzyl-3-(3-bromo-phenyl)-7-trifluoromethyl-2H-indazole (60 mg, 0.139 mmol), cesium carbonate (272 mg, 0.835 mmol), CuI (80 mg, 0.417 mmol) and 2-hydroxy-benzaldehyde (51 mg, 0.417 mmol) were dissolved in 6 ml of dry pyridine. The reaction and work-up were carried out as described for Example 3. Starting materials: BrC(Br)(Br)Br, COc1cc(C(C)O)c2nn(COCC[Si](C)(C)C)cc2c1, CCCCC, C1CCOC1, c1ccc(P(c2ccccc2)c2ccccc2)cc1. The product is COc1cc(C(C)Br)c2nn(COCC[Si](C)(C)C)cc2c1. RXN SMILES: [C:23]([Br:24])([Br:25])([Br:26])[Br:27].[CH3:1][O:2][c:3]1[cH:4][c:5]2[cH:6][n:7]([CH2:15][O:16][CH2:17][CH2:18][Si:19]([CH3:20])([CH3:21])[CH3:22])[n:8][c:9]2[c:10]([CH:12]([CH3:13])[OH:14])[cH:11]1.[CH3:52][CH2:53][CH2:54][CH2:55][CH3:56].[O:47]1[CH2:48][CH2:49][CH2:50][CH2:51]1.[c:28]1([P:29]([c:30]2[cH:31][cH:32][cH:33][cH:34][cH:35]2)[c:36]2[cH:37][cH:38][cH:39][cH:40][cH:41]2)[cH:42][cH:43][cH:44][cH:45][cH:46]1>>[CH3:1][O:2][c:3]1[cH:4][c:5]2[cH:6][n:7]([CH2:15][O:16][CH2:17][CH2:18][Si:19]([CH3:20])([CH3:21])[CH3:22])[n:8][c:9]2[c:10]([CH:12]([CH3:13])[Br:24])[cH:11]1.